This data is from the Open Reaction Database (ORD), a public repository of structured organic reaction records. The task is: describe an organic reaction: reactants, conditions, products, and yield Reactants: CO, [Na+], COC(=O)C1CCC(=O)N1c1ccccc1, [OH-]. The product is O=C(O)C1CCC(=O)N1c1ccccc1. RXN SMILES: [CH3:19][OH:20].[Na+:18].[O:1]=[C:2]1[CH2:3][CH2:4][CH:5]([C:13](=[O:14])[O:15][CH3:16])[N:6]1[c:7]1[cH:8][cH:9][cH:10][cH:11][cH:12]1.[OH-:17]>>[O:1]=[C:2]1[CH2:3][CH2:4][CH:5]([C:13](=[O:14])[OH:15])[N:6]1[c:7]1[cH:8][cH:9][cH:10][cH:11][cH:12]1.